From a dataset of the Open Reaction Database (ORD), a public repository of structured organic reaction records. describe an organic reaction: reactants, conditions, products, and yield The reactants are BrCCCCCO (5-bromopentanol), C1(=CC=C(C=C1)S(=O)(=O)[O-])C.[NH+]1=CC=CC=C1 (pyridinium p-toluenesulfonate), O1CCCC=C1 (3,4-dihydro-2H-pyran). Solvent: CCOCC (ether), C(Cl)Cl (DCM). Reaction conditions: time 21 hour. Product: BrCCCCCOC1OCCCC1 (2-(5-Bromopentyloxy)tetrahydro-2H-pyran). RXN SMILES: [Br:1][CH2:2][CH2:3][CH2:4][CH2:5][CH2:6][OH:7].C1(C)C=CC(S([O-])(=O)=O)=CC=1.[NH+]1C=CC=CC=1.[O:25]1[CH:30]=[CH:29][CH2:28][CH2:27][CH2:26]1>C(Cl)Cl.CCOCC>[Br:1][CH2:2][CH2:3][CH2:4][CH2:5][CH2:6][O:7][CH:26]1[CH2:27][CH2:28][CH2:29][CH2:30][O:25]1 |f:1.2|. Reported procedure: To a solution of 5-bromopentanol (10 g) in DCM (150 mL) was added pyridinium p-toluenesulfonate (1.5 g) followed by 3,4-dihydro-2H-pyran (8.1 mL) and the reaction mixture was stirred at room temperature under nitrogen for 21 hours. The solution was diluted with ether then washed with diluted brine (1:1 brine:water, 140 mL) before the organics were dried over sodium sulfate, filtered and evaporated. Purification was by silica gel chromatography eluting with 0 to 50% ethyl acetate in cyclohexane t...